Dataset: the Open Reaction Database (ORD), a public repository of structured organic reaction records. Task: describe an organic reaction: reactants, conditions, products, and yield Reactants: [H-].[Al+3].[Li+].[H-].[H-].[H-] (lithium aluminium hydride), C(CC)[C@@H]1CC[C@H](CC1)C(=O)O (Trans-4-n-propylcyclohexane-1-carboxylic acid), O (water). Run in [Na] (sodium), [Na] (sodium). The product is C(CC)[C@@H]1CC[C@H](CC1)CO (trans-4-n-propylcyclohexylmethanol). As a reaction SMILES: [CH2:1]([C@H:4]1[CH2:9][CH2:8][C@H:7]([C:10](O)=[O:11])[CH2:6][CH2:5]1)[CH2:2][CH3:3].[H-].[Al+3].[Li+].[H-].[H-].[H-].O>[Na]>[CH2:1]([C@H:4]1[CH2:9][CH2:8][C@H:7]([CH2:10][OH:11])[CH2:6][CH2:5]1)[CH2:2][CH3:3] |f:1.2.3.4.5.6,^1:19|. Procedure details: Trans-4-n-propylcyclohexane-1-carboxylic acid (0.14 mole) was dissolved in sodium dried ether (150 ml) and added dropwise to a vigorously stirred suspension of lithium aluminium hydride (0.3 mole) in sodium dried ether (300 ml). When addition was completed the mixture was heated under reflux for 2 hours. On cooling, water was cautiously added to destroy the excess of lithium aluminium hydride. The mixture was then poured into a 20% hydrochloric acid solution and stirred until the inorganic salts...